From a dataset of the Open Reaction Database (ORD), a public repository of structured organic reaction records. describe an organic reaction: reactants, conditions, products, and yield The reactants are ClC1=C(C(=CC=C1)Cl)[N+](=O)[O-] (2,6-dichloronitrobenzene), C(CN)N (ethylenediamine), C(CN)N (ethylene diamine). Yields the product Cl.Cl.NCCNC1=C(C(=CC=C1)NCCN)[N+](=O)[O-] (2-(β-aminoethyl)amino-6-(β-aminoethyl)aminonitrobenzene dihydrochloride). As a reaction SMILES: [Cl:1][C:2]1[CH:7]=[CH:6][CH:5]=[C:4](Cl)[C:3]=1[N+:9]([O-:11])=[O:10].[CH2:12]([NH2:15])[CH2:13][NH2:14]>>[ClH:1].[ClH:1].[NH2:14][CH2:13][CH2:12][NH:15][C:2]1[CH:7]=[CH:6][CH:5]=[C:4]([NH:14][CH2:13][CH2:12][NH2:15])[C:3]=1[N+:9]([O-:11])=[O:10] |f:2.3.4|. Reported procedure: 0.16 mole (30 g) of 2,6-dichloronitrobenzene is added to 100 ml of ethylenediamine. The mixture is heated under reflux for 4 hours. The unreacted ethylene diamine is stripped off under vacuum. The expected product is precipitated by adding a 7N solution of hydrochloric acid to the residue obtained. The reactants are Cc1cc(Br)ccc1C(CCOS(C)(=O)=O)CNC(=O)OC(C)(C)C, C1CCOC1, C[Si](C)(C)[N-][Si](C)(C)C, [K+]. Product: Cc1cc(Br)ccc1C1CCN(C(=O)OC(C)(C)C)C1. Reaction SMILES: [Br:11][c:12]1[cH:13][c:14]([CH3:35])[c:15]([CH:18]([CH2:19][CH2:20][O:21][S:22]([CH3:23])(=[O:24])=[O:25])[CH2:26][NH:27][C:28](=[O:29])[O:30][C:31]([CH3:32])([CH3:33])[CH3:34])[cH:16][cH:17]1.[CH2:36]1[O:37][CH2:38][CH2:39][CH2:40]1.[CH3:2][Si:3]([N-:4][Si:5]([CH3:6])([CH3:7])[CH3:8])([CH3:9])[CH3:10].[K+:1]>>[Br:11][c:12]1[cH:13][c:14]([CH3:35])[c:15]([CH:18]2[CH2:19][CH2:20][N:27]([C:28](=[O:29])[O:30][C:31]([CH3:32])([CH3:33])[CH3:34])[CH2:26]2)[cH:16][cH:17]1. Reactants: FC=1C=C(CN)C=CC1F (3,4-difluorobenzylamine), C=1C=CC2=C(C1)N=NN2O (HOBt), CN1CCOCC1 (N-methylmorpholine), 4a.2, NC1=C(C=C(C=N1)C=1C=NN(C1)CC(=O)O)C1=NC2=C(N1)C=C(C=C2)OC ({4-[6-amino-5-(6-methoxy-1H-benzimidazol-2-yl)pyridin-3-yl]pyrazol-1-yl}acetic acid). Solvent: C(CCl)Cl (EDC), O.C(C)(=O)OCC (water ethyl acetate), CN(C)C=O (DMF). Conditions: time 14 hour. Product: NC1=C(C=C(C=N1)C=1C=NN(C1)CC(=O)NCC1=CC(=C(C=C1)F)F)C1=NC2=C(N1)C=C(C=C2)OC (2-{4-[6-amino-5-(6-methoxy-1H-benzimidazol-2-yl)pyridin-3-yl]pyrazol-1-yl}-N-(3,4-difluorobenzyl)acetamide). As a reaction SMILES: [NH2:1][C:2]1[N:7]=[CH:6][C:5]([C:8]2[CH:9]=[N:10][N:11]([CH2:13][C:14]([OH:16])=O)[CH:12]=2)=[CH:4][C:3]=1[C:17]1[NH:21][C:20]2[CH:22]=[C:23]([O:26][CH3:27])[CH:24]=[CH:25][C:19]=2[N:18]=1.[F:28][C:29]1[CH:30]=[C:31]([CH:34]=[CH:35][C:36]=1[F:37])[CH2:32][NH2:33].C1C=CC2N(O)N=NC=2C=1.CN1CCOCC1>CN(C=O)C.O.C(OCC)(=O)C.C(Cl)CCl>[NH2:1][C:2]1[N:7]=[CH:6][C:5]([C:8]2[CH:9]=[N:10][N:11]([CH2:13][C:14]([NH:33][CH2:32][C:31]3[CH:34]=[CH:35][C:36]([F:37])=[C:29]([F:28])[CH:30]=3)=[O:16])[CH:12]=2)=[CH:4][C:3]=1[C:17]1[NH:21][C:20]2[CH:22]=[C:23]([O:26][CH3:27])[CH:24]=[CH:25][C:19]=2[N:18]=1 |f:5.6|. Procedure: 4a.2 146 mg of {4-[6-amino-5-(6-methoxy-1H-benzimidazol-2-yl)pyridin-3-yl]pyrazol-1-yl}acetic acid (0.120 mmol) are dissolved in 1.5 ml of DMF. 17.5 mg (0.120 mmol) of 3,4-difluorobenzylamine, 16.2 mg (0.120 mmol) of HOBt, 23 mg (0120 mmol) of EDC and 26.4 μl (0.240 mmol) of N-methylmorpholine are added. The reaction mixture is stirred at room temperature for 14 h, and water/ethyl acetate is subsequently added. The aqueous phase is extracted 2× with ethyl acetate. The combined organic phases are... Reactants: C(C1=CC=CC=C1)N (Benzylamine), C(=O)C=1C(=C2N(N=CC(=C2NC2=CC=C(C=C2)OC2=CC=CC=C2)C#N)C1)C (6-formyl-5-methyl-4-(4-phenoxy-phenylamino)-pyrrolo[1,2-b]pyridazine-3-carbonitrile), [BH-](OC(=O)C)(OC(=O)C)OC(=O)C.[Na+] (NaBH(OAc)3). The solvent is C(Cl)(Cl)Cl (CHCl3), C(Cl)Cl.CN(C)C=O (CH2Cl2 DMF). Run at time 8 hour. Yields the product C(C1=CC=CC=C1)NCC=1C(=C2N(N=CC(=C2NC2=CC=C(C=C2)OC2=CC=CC=C2)C#N)C1)C (6-(benzylamino-methyl)-5-methyl-4-(4-phenoxy-phenylamino)-pyrrolo[1,2-b]pyridazine-3-carbonitrile). Yield: 70.0%. Reaction SMILES: [CH2:1]([NH2:8])[C:2]1[CH:7]=[CH:6][CH:5]=[CH:4][CH:3]=1.[CH:9]([C:11]1[C:12]([CH3:36])=[C:13]2[C:18]([NH:19][C:20]3[CH:25]=[CH:24][C:23]([O:26][C:27]4[CH:32]=[CH:31][CH:30]=[CH:29][CH:28]=4)=[CH:22][CH:21]=3)=[C:17]([C:33]#[N:34])[CH:16]=[N:15][N:14]2[CH:35]=1)=O.[BH-](OC(C)=O)(OC(C)=O)OC(C)=O.[Na+]>C(Cl)Cl.CN(C=O)C.C(Cl)(Cl)Cl>[CH2:1]([NH:8][CH2:9][C:11]1[C:12]([CH3:36])=[C:13]2[C:18]([NH:19][C:20]3[CH:21]=[CH:22][C:23]([O:26][C:27]4[CH:32]=[CH:31][CH:30]=[CH:29][CH:28]=4)=[CH:24][CH:25]=3)=[C:17]([C:33]#[N:34])[CH:16]=[N:15][N:14]2[CH:35]=1)[C:2]1[CH:7]=[CH:6][CH:5]=[CH:4][CH:3]=1 |f:2.3,4.5|. Procedure: Benzylamine (10 μl, 0.09 mmol) was added to a solution of 6-formyl-5-methyl-4-(4-phenoxy-phenylamino)-pyrrolo[1,2-b]pyridazine-3-carbonitrile (Example 8) (32 mg, 0.087 mmol) in CH2Cl2/DMF (10/1) (2.2 ml). The mixture was stirred overnight, then treated with NaBH(OAc)3 (55 mg, 0.26 mmol) and stirred overnight again. Diluted with CHCl3, washed with saturated NaHCO3 and H2O, dried with Na2SO4. Concentrated in vacuo and purified by prep. TLC to give the title compound (28 mg, 70%) as yellow-green oi... The reactants are COc1cccc(CNC(C)C)c1, O=C(Cl)C(=O)Cl, ClCCl, CCOC(=O)c1cnc(SC)nc1-c1ccccc1F, [Na+], CN(C)C=O, [OH-], O. The product is COc1cccc(CN(C(=O)c2cnc(SC)nc2-c2ccccc2F)C(C)C)c1. As a reaction SMILES: [CH3:29][O:30][c:31]1[cH:32][c:33]([CH2:34][NH:35][CH:36]([CH3:37])[CH3:38])[cH:39][cH:40][cH:41]1.[Cl:23][C:24]([C:25]([Cl:26])=[O:27])=[O:28].[Cl:42][CH2:43][Cl:44].[F:1][c:2]1[c:3](-[c:8]2[n:9][c:10]([S:19][CH3:20])[n:11][cH:12][c:13]2[C:14]([O:16][CH2:15][CH3:17])=[O:18])[cH:4][cH:5][cH:6][cH:7]1.[Na+:22].[O:45]=[CH:46][N:47]([CH3:48])[CH3:49].[OH-:21].[OH2:50]>>[F:1][c:2]1[c:3](-[c:8]2[n:9][c:10]([S:19][CH3:20])[n:11][cH:12][c:13]2[C:14](=[O:16])[N:35]([CH2:34][c:33]2[cH:32][c:31]([O:30][CH3:29])[cH:41][cH:40][cH:39]2)[CH:36]([CH3:37])[CH3:38])[cH:4][cH:5][cH:6][cH:7]1. Product: ClC1=NC=CC(=C1)OC=1C=CC(=NC1C)NC(=O)N1C(N(CC1)C1CCOCC1)=O (N-(5-((2-chloropyridin-4-yl)oxy)-6-methylpyridin-2-yl)-2-oxo-3-(tetrahydro-2H-pyran-4-yl)imidazolidine-1-carboxamide). As a reaction SMILES: [C:1](Cl)(Cl)=[O:2].[O:5]1[CH2:10][CH2:9][CH:8]([N:11]2[CH2:15][CH2:14][NH:13][C:12]2=[O:16])[CH2:7][CH2:6]1.N1C=CC=CC=1.[Cl:23][C:24]1[CH:29]=[C:28]([O:30][C:31]2[CH:32]=[CH:33][C:34]([NH2:38])=[N:35][C:36]=2[CH3:37])[CH:27]=[CH:26][N:25]=1>C(Cl)Cl>[Cl:23][C:24]1[CH:29]=[C:28]([O:30][C:31]2[CH:32]=[CH:33][C:34]([NH:38][C:1]([N:13]3[CH2:14][CH2:15][N:11]([CH:8]4[CH2:7][CH2:6][O:5][CH2:10][CH2:9]4)[C:12]3=[O:16])=[O:2])=[N:35][C:36]=2[CH3:37])[CH:27]=[CH:26][N:25]=1. Solvent: C(Cl)Cl (DCM), C(Cl)Cl (DCM). Procedure: Phosgene (20% in toluene, 2.62 g, 5.3 mmol) was treated with a solution of Example B1 (0.27 g, 1.59 mmol) and pyridine (0.43 mL, 5.3 mmol) in DCM (5 mL), stirred for 15 min, then concentrated to dryness. The residue was dissolved in DCM (5 mL), treated with a solution of Example A7 (0.25 g, 1.06 mmol) and TEA (0.74 mL, 5.3 mmol) in DCM (5 mL) and stirred at RT for 1 h. The mixture was treated with satd. NaHCO3, extracted with EtOAc (2×) and the combined organics were washed with brine, dried ove... The reactants are C(=O)(Cl)Cl (Phosgene), O1CCC(CC1)N1C(NCC1)=O (1-(tetrahydro-2H-pyran-4-yl)imidazolidin-2-one), N1=CC=CC=C1 (pyridine), ClC1=NC=CC(=C1)OC=1C=CC(=NC1C)N (5-((2-chloropyridin-4-yl)oxy)-6-methylpyridin-2-amine), TEA. Run at time 15 minute. The yield is 52.4%. The reactants are COc1cccc(NS(=O)(=O)c2cccc(C=CC(=O)Cl)c2)c1, Cl, NO, [Na+], O=C([O-])O, C1CCOC1. The product is COc1cccc(NS(=O)(=O)c2cccc(C=CC(=O)NO)c2)c1. Reaction SMILES: [CH3:9][O:10][c:11]1[cH:12][c:13]([NH:17][S:18](=[O:19])(=[O:20])[c:21]2[cH:22][c:23]([CH:27]=[CH:28][C:29](=[O:30])[Cl:31])[cH:24][cH:25][cH:26]2)[cH:14][cH:15][cH:16]1.[ClH:1].[NH2:2][OH:3].[Na+:8].[O-:4][C:5]([OH:6])=[O:7].[O:32]1[CH2:33][CH2:34][CH2:35][CH2:36]1>>[NH:2]([OH:3])[C:29]([CH:28]=[CH:27][c:23]1[cH:22][c:21]([S:18]([NH:17][c:13]2[cH:12][c:11]([O:10][CH3:9])[cH:16][cH:15][cH:14]2)(=[O:19])=[O:20])[cH:26][cH:25][cH:24]1)=[O:30].